The task is: describe an organic reaction: reactants, conditions, products, and yield. This data is from the Open Reaction Database (ORD), a public repository of structured organic reaction records. Starting materials: CC(C)=O, COc1ccc(CNc2cc(Cn3c(Oc4cc(C)cc(C5OCCO5)c4)c(C(C)C)c(=O)[nH]c3=O)cc(F)n2)cc1, O, Cc1ccc(S(=O)(=O)[O-])cc1, c1cc[nH+]cc1. Product: COc1ccc(CNc2cc(Cn3c(Oc4cc(C)cc(C=O)c4)c(C(C)C)c(=O)[nH]c3=O)cc(F)n2)cc1. As a reaction SMILES: [CH3:61][C:62](=[O:63])[CH3:64].[O:1]1[CH:2]([c:6]2[cH:7][c:8]([O:9][c:10]3[c:11]([CH:36]([CH3:37])[CH3:38])[c:12](=[O:35])[nH:13][c:14](=[O:34])[n:15]3[CH2:16][c:17]3[cH:18][c:19]([F:33])[n:20][c:21]([NH:23][CH2:24][c:25]4[cH:26][cH:27][c:28]([O:31][CH3:32])[cH:29][cH:30]4)[cH:22]3)[cH:39][c:40]([CH3:42])[cH:41]2)[O:5][CH2:4][CH2:3]1.[OH2:60].[c:43]1([CH3:44])[cH:45][cH:46][c:47]([S:48]([O-:49])(=[O:50])=[O:51])[cH:52][cH:53]1.[nH+:54]1[cH:55][cH:56][cH:57][cH:58][cH:59]1>>[O:1]=[CH:2][c:6]1[cH:7][c:8]([O:9][c:10]2[c:11]([CH:36]([CH3:37])[CH3:38])[c:12](=[O:35])[nH:13][c:14](=[O:34])[n:15]2[CH2:16][c:17]2[cH:18][c:19]([F:33])[n:20][c:21]([NH:23][CH2:24][c:25]3[cH:26][cH:27][c:28]([O:31][CH3:32])[cH:29][cH:30]3)[cH:22]2)[cH:39][c:40]([CH3:42])[cH:41]1. Starting materials: O (water), O (Water), C(#N)C1CC=2C1=CC(=CC2)OC (1-Cyano-5-methoxybenzocyclobutene), [OH-].[K+] (KOH). Run in C(C)O (ethanol), CCOCC (ether). Product: COC=1C=CC2=C(C(=C2)C(=O)O)C1 (5-Methoxybenzocyclobutene-1-carboxylic acid). Reaction SMILES: [C:1]([CH:3]1[C:6]2=[CH:7][C:8]([O:11][CH3:12])=[CH:9][CH:10]=[C:5]2[CH2:4]1)#N.[OH-:13].[K+].[OH2:15]>C(O)C.CCOCC>[CH3:12][O:11][C:8]1[CH:9]=[CH:10][C:5]2[CH:4]=[C:3]([C:1]([OH:15])=[O:13])[C:6]=2[CH:7]=1 |f:1.2|. Procedure: 1-Cyano-5-methoxybenzocyclobutene (29 g) is stirred with saturated KOH in ethanol (180 ml) for about 12 hours under nitrogen at RT. Water (60 ml) is added to the reaction mixture which is refluxed for about 3 hours. The mixture is cooled to RT, diluted with water, washed with ether and the aqueous layer acidified forming an oil. The oil is dissolved in ether and the ethereal solution washed, dried over Na2SO4, filtered and evaporated in vacuo affording the desired product as an oil. Reactants: C(#N)C1=C(C=2N(N=C1)C=C(C2)C(=O)OCC)O (ethyl 3-cyano-4-hydroxypyrrolo[1,2-b]pyridazine-6-carboxylate), O=P(Cl)(Cl)Cl (POCl3). Reaction conditions: temperature 75 celsius. The product is ClC=1C=2N(N=CC1C#N)C=C(C2)C(=O)OCC (Ethyl 4-chloro-3-cyanopyrrolo[1,2-b]pyridazine-6-carboxylate). Isolated yield 48.0%. Reaction SMILES: [C:1]([C:3]1[CH:8]=[N:7][N:6]2[CH:9]=[C:10]([C:12]([O:14][CH2:15][CH3:16])=[O:13])[CH:11]=[C:5]2[C:4]=1O)#[N:2].O=P(Cl)(Cl)[Cl:20]>>[Cl:20][C:4]1[C:5]2[N:6]([CH:9]=[C:10]([C:12]([O:14][CH2:15][CH3:16])=[O:13])[CH:11]=2)[N:7]=[CH:8][C:3]=1[C:1]#[N:2]. Procedure details: To a round bottom flask was added POCl3 (200 mL) and ethyl 3-cyano-4-hydroxypyrrolo[1,2-b]pyridazine-6-carboxylate (20 g, 80 mmol). The reaction was heated under nitrogen at 75° C. for 2 hours. The reaction was cooled to room temperature and POCl3 was removed under vacuum. The residue was poured onto ice-water. The aqueous solution was extracted with CH2Cl2. The organic layer was washed with saturated sodium carbonate solution, dried and concentrated. The resulting residue was purified by flash ... Starting materials: Cl (HCl), Cl.C1(=CC=CC=C1)CCN1CCC(CC1)C=O (1-(2-phenylethyl)-4-piperidinyl -methanone hydrochloride), O([Na])C (NaOCH3), [BH4-].[Na+] (sodium borohydride). Solvent: CO.CCOC(=O)C (CH3OH EtOAc), C(C)O (ethanol). Product: Cl.CC1=CC=C(C=C1)C(O)C1CCN(CC1)CCC1=CC=CC=C1 (alpha(4-methylphenyl)- 1-(2-phenylethyl)-4-piperidinemethanol hydrochloride). As a reaction SMILES: [ClH:1].[C:2]1([CH2:8][CH2:9][N:10]2[CH2:15][CH2:14][CH:13]([CH:16]=[O:17])[CH2:12][CH2:11]2)[CH:7]=[CH:6][CH:5]=[CH:4][CH:3]=1.O(C)[Na].[BH4-].[Na+].Cl>C(O)C.CO.CCOC(C)=O>[ClH:1].[CH3:8][C:2]1[CH:7]=[CH:6][C:5]([CH:16]([CH:13]2[CH2:14][CH2:15][N:10]([CH2:9][CH2:8][C:2]3[CH:3]=[CH:4][CH:5]=[CH:6][CH:7]=3)[CH2:11][CH2:12]2)[OH:17])=[CH:4][CH:3]=1 |f:0.1,3.4,7.8,9.10|. Reported procedure: A solution of (4-methylphenyl)[1-(2-phenylethyl)-4-piperidinyl -methanone hydrochloride (9.5 g, 0.028 mol in absolute ethanol (350 ml) was treated first by the addition of NaOCH3 (1.62 g, 0.03 mol) and then, portionwise, with sodium borohydride (2.27 g, 0.06 mol) and stirred at room temperature for 18 h. The reaction mixutre was concentrated to a solid and stirred with 10% aqueous NaOH. The mixture was extracted with CH2Cl2 (3×50 ml). The CH2Cl2 solution was washed with water and then saturated ... The reactants are 200-L, CC(C)O (2-propanol), CC1(OC[C@H](O1)CN1N=C(C=C1)NC([C@H](CC(C)C)N1C(C=C(C1)OC1=C(C=CC=C1)Cl)=O)=O)C ((S)-2-[4-(2-Chlorophenoxy)-2-oxo-2,5-dihydro-pyrrol-1-yl]-4-methyl-pentanoic acid [1-((R)-2,2-dimethyl-[1,3]dioxolan-4-ylmethyl)-1H-pyrazol-3-yl]-amide), Cl (hydrochloric acid), C(C)(C)(C)OC (methyl tert-butyl ether). Run in O (water). Conditions: temperature 27.5 celsius, time 2 hour. Product: ClC1=C(OC2=CC(N(C2)[C@H](C(=O)O)CC(C)C)=O)C=CC=C1 ((S)-2-[4-(2-Chloro-phenoxy)-2-oxo-2,5-dihydro-pyrrol-1-yl]-4-methyl-pentanoic acid). The yield is 80.4%. Reaction SMILES: CC([OH:4])C.CC1(C)O[C@H](CN2C=CC(N[C:18](=[O:38])[C@@H:19]([N:24]3[CH2:28][C:27]([O:29][C:30]4[CH:35]=[CH:34][CH:33]=[CH:32][C:31]=4[Cl:36])=[CH:26][C:25]3=[O:37])[CH2:20][CH:21]([CH3:23])[CH3:22])=N2)CO1.Cl.C(OC)(C)(C)C>O>[Cl:36][C:31]1[CH:32]=[CH:33][CH:34]=[CH:35][C:30]=1[O:29][C:27]1[CH2:28][N:24]([C@@H:19]([CH2:20][CH:21]([CH3:22])[CH3:23])[C:18]([OH:38])=[O:4])[C:25](=[O:37])[CH:26]=1. Procedure: To a 200-L glass-lined reactor was charged with 42.7 kg of 2-propanol and 13.6 kg (27.0 mol) of ((S)-2-[4-(2-Chlorophenoxy)-2-oxo-2,5-dihydro-pyrrol-1-yl]-4-methyl-pentanoic acid [1-((R)-2,2-dimethyl-[1,3]dioxolan-4-ylmethyl)-1H-pyrazol-3-yl]-amide. The suspension was stirred at 25-30° C. until the solids dissolved. After adjusting the batch temperature to <15° C., 59.5 kg of 2.0N hydrochloric acid was added over 3.5 h while maintaining a batch temperature of 9-17° C. The mixture was warmed to 1... The reactants are O=C1NC=2C(=NC=3C=CC(=CC3C2)OCCCC(=O)OC)N1 (Methyl 4-[(2,3-dihydro-2-oxo-1H-imidazo[4,5-b]quinolin-7-yl)oxy]butanoate), Cl (HCl). The solvent is CO (methanol). Conditions: time 1 hour. Yields the product O=C1NC=2C(=NC=3C=CC(=CC3C2)OCCCC(=O)O)N1 (4-[(2,3-dihydro-2-oxo-1H-imidazo[4,5-b]quinolin-7-yl)oxy]butyric acid), hydrate. Isolated yield 88.0%. As a reaction SMILES: [O:1]=[C:2]1[NH:22][C:5]2=[N:6][C:7]3[CH:8]=[CH:9][C:10]([O:14][CH2:15][CH2:16][CH2:17][C:18]([O:20]C)=[O:19])=[CH:11][C:12]=3[CH:13]=[C:4]2[NH:3]1.Cl>CO>[O:1]=[C:2]1[NH:22][C:5]2=[N:6][C:7]3[CH:8]=[CH:9][C:10]([O:14][CH2:15][CH2:16][CH2:17][C:18]([OH:20])=[O:19])=[CH:11][C:12]=3[CH:13]=[C:4]2[NH:3]1. Procedure details: Methyl 4-[(2,3-dihydro-2-oxo-1H-imidazo[4,5-b]quinolin-7-yl)oxy]butanoate (1.0 g, 3.3 mmol) was added to a solution of 50% aqueous methanol containing 4N NaOH (2 mL). After stirring for 1 hour, the mixture was acidified to pH=3 by the addition of 2N HCl. The precipitate was washed with water, methanol and diethyl ether to give 4-[(2,3-dihydro-2-oxo-1H-imidazo[4,5-b]quinolin-7-yl)oxy]butyric acid as a partial hydrate (0.84 g, 88%). An analytical sample was prepared by crystalization from dimethyl... Starting materials: CC1=CC=C(CSCC(=O)OCC)C=C1 (ethyl (4-methylbenzylthio)acetate), CC[O-].[Na+] (sodium ethylate), SCC(=O)OCC (ethyl 2-mercaptoacetate), ClCC1=CC=C(C=C1)OC1=CC=CC=C1 (1-chloromethyl-4-phenoxybenzene), ethanolic solution. Yields the product O(C1=CC=CC=C1)C=1C=C(CSCC(=O)OCC)C=CC1 (Ethyl (3-phenoxybenzylthio)acetate). The solvent is C(C)O (ethanol). Procedure details: The procedure is as in Example 29 for the preparation of ethyl (4-methylbenzylthio)acetate, starting with 1-chloromethyl-4-phenoxybenzene (21.5 g), a 2M ethanolic solution of sodium ethylate (50 cc) and ethyl 2-mercaptoacetate (12.2 g) in ethanol (200 cc). Ethyl (3-phenoxybenzylthio)acetate (28.8 g) is thereby obtained, and is used in the crude state in the subsequent syntheses. As a reaction SMILES: C[C:2]1[CH:15]=[CH:14][C:5]([CH2:6][S:7][CH2:8][C:9]([O:11][CH2:12][CH3:13])=[O:10])=[CH:4][CH:3]=1.ClC[C:18]1[CH:23]=[CH:22][C:21]([O:24]C2C=CC=CC=2)=[CH:20][CH:19]=1.CC[O-].[Na+].SCC(OCC)=O>C(O)C>[O:24]([C:15]1[CH:14]=[C:5]([CH:4]=[CH:3][CH:2]=1)[CH2:6][S:7][CH2:8][C:9]([O:11][CH2:12][CH3:13])=[O:10])[C:21]1[CH:22]=[CH:23][CH:18]=[CH:19][CH:20]=1 |f:2.3|.